Dataset: the Open Reaction Database (ORD), a public repository of structured organic reaction records. Task: describe an organic reaction: reactants, conditions, products, and yield Product: C1(CCCCC1)NC1=C(C(=O)NC2=CC=C3CCC(N(C3=C2)CCO)=O)C=CC(=C1)C(F)(F)F (2-(cyclohexylamino)-N-[1-(2-hydroxyethyl)-2-oxo-1,2,3,4-tetrahydroquinolin-7-yl]-4-(trifluoromethyl)benzamide). Reported procedure: 1 M Hydrochloric acid (0.37 mL) was added to an ethanol solution (1.5 mL) of N-[1-(2-{[tert-butyl(dimethyl)silyl]oxy}ethyl)-2-oxo-1,2,3,4-tetrahydroquinolin-7-yl]-2-(cyclohexylamino)-4-(trifluoromethyl)benzamide (220 mg), followed by stirring at room temperature for 5 hours. The reaction liquid was concentrated under a reduced pressure, and a sodium bicarbonate aqueous solution was added to the residue, followed by extraction with ethyl acetate. After drying the organic layer with sodium sulfate... Reactants: Cl (Hydrochloric acid), [Si](C)(C)(C(C)(C)C)OCCN1C(CCC2=CC=C(C=C12)NC(C1=C(C=C(C=C1)C(F)(F)F)NC1CCCCC1)=O)=O (N-[1-(2-{[tert-butyl(dimethyl)silyl]oxy}ethyl)-2-oxo-1,2,3,4-tetrahydroquinolin-7-yl]-2-(cyclohexylamino)-4-(trifluoromethyl)benzamide). Isolated yield 83.4%. RXN SMILES: Cl.[Si]([O:9][CH2:10][CH2:11][N:12]1[C:21]2[C:16](=[CH:17][CH:18]=[C:19]([NH:22][C:23](=[O:41])[C:24]3[CH:29]=[CH:28][C:27]([C:30]([F:33])([F:32])[F:31])=[CH:26][C:25]=3[NH:34][CH:35]3[CH2:40][CH2:39][CH2:38][CH2:37][CH2:36]3)[CH:20]=2)[CH2:15][CH2:14][C:13]1=[O:42])(C(C)(C)C)(C)C>C(O)C>[CH:35]1([NH:34][C:25]2[CH:26]=[C:27]([C:30]([F:33])([F:31])[F:32])[CH:28]=[CH:29][C:24]=2[C:23]([NH:22][C:19]2[CH:20]=[C:21]3[C:16]([CH2:15][CH2:14][C:13](=[O:42])[N:12]3[CH2:11][CH2:10][OH:9])=[CH:17][CH:18]=2)=[O:41])[CH2:36][CH2:37][CH2:38][CH2:39][CH2:40]1. Solvent: C(C)O (ethanol). Reaction conditions: time 5 hour. Reactants: CCCCC(=O)Cl, NCC1CN(Cc2ccc(Cl)c(Cl)c2)CCO1, ClCCl. Product: CCCCC(=O)NCC1CN(Cc2ccc(Cl)c(Cl)c2)CCO1. As a reaction SMILES: [C:18]([CH2:19][CH2:20][CH2:21][CH3:22])(=[O:23])[Cl:24].[Cl:1][c:2]1[cH:3][c:4]([CH2:5][N:6]2[CH2:7][CH:8]([CH2:12][NH2:13])[O:9][CH2:10][CH2:11]2)[cH:14][cH:15][c:16]1[Cl:17].[Cl:25][CH2:26][Cl:27]>>[Cl:1][c:2]1[cH:3][c:4]([CH2:5][N:6]2[CH2:7][CH:8]([CH2:12][NH:13][C:18]([CH2:19][CH2:20][CH2:21][CH3:22])=[O:23])[O:9][CH2:10][CH2:11]2)[cH:14][cH:15][c:16]1[Cl:17]. Reactants: S1C2=C(C=C1B(O)O)C=CC=C2 (benzo[b]thiophene-2-boronic acid), N1(CCCC1)CCOC1=NC=C(C=C1)Br (5-bromopyrid-2-yl 2-(1-pyrrolidinyl)ethyl ether), CO (MeOH). Solvent: C(Cl)(Cl)Cl (CHCl3). Product: N1(CCCC1)CCOC1=NC=C(C=C1)C1=CC2=C(S1)C=CC=C2 (5-(Benzo[b]thiophen-2-yl)pyrid-2-yl 2-(1-Pyrrolidinyl)ethyl Ether). Isolated yield 68.0%. RXN SMILES: [S:1]1[C:5](B(O)O)=[CH:4][C:3]2[CH:9]=[CH:10][CH:11]=[CH:12][C:2]1=2.[N:13]1([CH2:18][CH2:19][O:20][C:21]2[CH:26]=[CH:25][C:24](Br)=[CH:23][N:22]=2)[CH2:17][CH2:16][CH2:15][CH2:14]1.CO>C(Cl)(Cl)Cl>[N:13]1([CH2:18][CH2:19][O:20][C:21]2[CH:26]=[CH:25][C:24]([C:5]3[S:1][C:2]4[CH:12]=[CH:11][CH:10]=[CH:9][C:3]=4[CH:4]=3)=[CH:23][N:22]=2)[CH2:17][CH2:16][CH2:15][CH2:14]1. Procedure details: By essentially following the procedure detailed in Example 1, Part B, the title compound was prepared from benzo[b]thiophene-2-boronic acid and 5-bromopyrid-2-yl 2-(1-pyrrolidinyl)ethyl ether (Part A) in 68% yield as an oil following flash chromatography (SiO2; gradient of 0-4% MeOH in CHCl3). Product: Cc1ccncc1N1CCN(c2ccnc(N3CCCC3)c2)C1=O. Reaction SMILES: [CH2:21]1[CH2:22][CH2:23][NH:24][CH2:25]1.[CH3:43][CH2:44][CH2:45][CH2:46][O-:47].[CH3:57][c:58]1[cH:59][cH:60][cH:61][cH:62][cH:63]1.[Cl:1][c:2]1[n:3][cH:4][cH:5][c:6]([N:8]2[C:9](=[O:20])[N:10]([c:13]3[cH:14][n:15][cH:16][cH:17][c:18]3[CH3:19])[CH2:11][CH2:12]2)[cH:7]1.[K:42].[O-:49][C:50]([CH3:51])=[O:52].[O-:53][C:54]([CH3:55])=[O:56].[Pd+2:48].[c:26]1([C:27]([c:28]2[cH:29][cH:30][cH:31][cH:32][cH:33]2)([PH2:34])[CH2:35][CH3:36])[cH:37][cH:38][cH:39][cH:40][cH:41]1>>[c:2]1([N:24]2[CH2:23][CH2:22][CH2:21][CH2:25]2)[n:3][cH:4][cH:5][c:6]([N:8]2[C:9](=[O:20])[N:10]([c:13]3[cH:14][n:15][cH:16][cH:17][c:18]3[CH3:19])[CH2:11][CH2:12]2)[cH:7]1. The reactants are C1CCNC1, CCCC[O-], Cc1ccccc1, Cc1ccncc1N1CCN(c2ccnc(Cl)c2)C1=O, [K], CC(=O)[O-], CC(=O)[O-], [Pd+2], CCC(P)(c1ccccc1)c1ccccc1. Starting materials: O (Water), [OH-].[Li+] (lithium hydroxide), C(C)OC(=O)C=1C=NN(C1C(F)(F)F)C1CCCC1 (Cyclopentyl-5-trifluoromethyl-1H-pyrazole-4-carboxylic acid ethyl ester). Run in CO (methanol). Reaction conditions: temperature 80 celsius. Product: C1(CCCC1)N1N=CC(=C1C(F)(F)F)C(=O)O (1-cyclopentyl-5-trifluoromethyl-1H-pyrazole-4-carboxylic acid). Yield: 62.9%. Reaction SMILES: C([O:3][C:4]([C:6]1[CH:7]=[N:8][N:9]([CH:15]2[CH2:19][CH2:18][CH2:17][CH2:16]2)[C:10]=1[C:11]([F:14])([F:13])[F:12])=[O:5])C.O.[OH-].[Li+]>CO>[CH:15]1([N:9]2[C:10]([C:11]([F:12])([F:13])[F:14])=[C:6]([C:4]([OH:5])=[O:3])[CH:7]=[N:8]2)[CH2:16][CH2:17][CH2:18][CH2:19]1 |f:2.3|. Procedure: Cyclopentyl-5-trifluoromethyl-1H-pyrazole-4-carboxylic acid ethyl ester (0.237 g, 0.858 mmol) was dissolved in methanol (2.0 mL). Water (2.0 mL) and lithium hydroxide (0.027 g, 1.127 mmol) were added and the mixture was heated at 80° C. for 2 hours. After cooling to room temperature, the methanol was removed in vacuo. THF was added to the residue and then removed in vacuo to insure complete removal of the methanol. 6N HCl (0.2 mL) was added to the aqueous residue to pH 2-3 resulting in precipita... Reactants: IC=1N=C(C=2N=CN([C@H]3[C@H](O)[C@H](O)[C@@H](CO)O3)C2N1)N (2-iodo adenosine), FC(C=1C=C(C=C(C1)C(F)(F)F)B(O)O)(F)F (3,5-bis(trifluoromethyl)phenylboronic acid), C([O-])([O-])=O.[Cs+].[Cs+] (cesium carbonate). The reagents and catalysts are C=1C=CC(=CC1)[P](C=2C=CC=CC2)(C=3C=CC=CC3)[Pd]([P](C=4C=CC=CC4)(C=5C=CC=CC5)C=6C=CC=CC6)([P](C=7C=CC=CC7)(C=8C=CC=CC8)C=9C=CC=CC9)[P](C=1C=CC=CC1)(C=1C=CC=CC1)C=1C=CC=CC1 (Pd(PPh3)4). Solvent: C1(=CC=CC=C1)C (toluene), C(C)O (ethanol). Product: NC1=C2N=CN(C2=NC(=N1)C1=CC(=CC(=C1)C(F)(F)F)C(F)(F)F)[C@@H]1O[C@@H]([C@H]([C@H]1O)O)CO ((2R,3R,4S,5R)-2-{6-amino-2-[3,5-bis(trifluoromethyl)phenyl]-9H-purin-9-yl}-5-(hydroxymethyl)tetrahydrofuran-3,4-diol). Yield: 30.0%. As a reaction SMILES: I[C:2]1[N:3]=[C:4]([NH2:20])[C:5]2[N:6]=[CH:7][N:8]([C:18]=2[N:19]=1)[C@@H:9]1[O:17][C@H:14]([CH2:15][OH:16])[C@@H:12]([OH:13])[C@H:10]1[OH:11].[F:21][C:22]([F:37])([F:36])[C:23]1[CH:24]=[C:25](B(O)O)[CH:26]=[C:27]([C:29]([F:32])([F:31])[F:30])[CH:28]=1.C(=O)([O-])[O-].[Cs+].[Cs+]>C1(C)C=CC=CC=1.C(O)C.C1C=CC([P]([Pd]([P](C2C=CC=CC=2)(C2C=CC=CC=2)C2C=CC=CC=2)([P](C2C=CC=CC=2)(C2C=CC=CC=2)C2C=CC=CC=2)[P](C2C=CC=CC=2)(C2C=CC=CC=2)C2C=CC=CC=2)(C2C=CC=CC=2)C2C=CC=CC=2)=CC=1>[NH2:20][C:4]1[N:3]=[C:2]([C:25]2[CH:26]=[C:27]([C:29]([F:32])([F:30])[F:31])[CH:28]=[C:23]([C:22]([F:21])([F:37])[F:36])[CH:24]=2)[N:19]=[C:18]2[C:5]=1[N:6]=[CH:7][N:8]2[C@H:9]1[C@H:10]([OH:11])[C@H:12]([OH:13])[C@@H:14]([CH2:15][OH:16])[O:17]1 |f:2.3.4,^1:57,59,78,97|. Reported procedure: A solution of 2-iodo adenosine (1.00 g, 2.53 mmol), 3,5-bis(trifluoromethyl)phenylboronic acid (784 mg, 3.04 mmol), cesium carbonate (1.81 g, 6.08 mmol) and Pd(PPh3)4 (293 mg, 0.25 mmol) in toluene (2.4 mL) and ethanol (4.8 mL) was heated in a Biotage microwave (120° C., absorption high, pre-stirring 30 s) for 40 min in 2 batches and the crude reaction mixtures were combined. The solvents were then removed in vacuo and the residue dissolved in EtOAc (200 mL) and washed with sat. aq. NaHCO3 (100 ... Starting materials: CC(C(=O)O)C1CCC2C3=CC=C4CC(O[Si](C)(C)C(C)(C)C)CC(O[Si](C)(C)C(C)(C)C)C4(C)C3CCC21C, COC(=O)OC1CC2=CC=C3C4CCC(C(C)C(=O)O)C4(C)CCC3C2(C)C(OC(=O)OC)C1. The product is COC(=O)C(C)C1CCC2C3=CC=C4CC(O[Si](C)(C)C(C)(C)C)CC(O[Si](C)(C)C(C)(C)C)C4(C)C3CCC21C. RXN SMILES: [C:1]([CH3:2])([CH3:3])([CH3:4])[Si:5]([O:6][CH:7]1[CH2:8][CH:9]([O:31][Si:32]([CH3:33])([CH3:34])[C:35]([CH3:36])([CH3:37])[CH3:38])[CH2:10][C:11]2=[CH:12][CH:13]=[C:14]3[CH:15]4[CH2:16][CH2:17][CH:18]([CH:19]([CH3:20])[C:21](=[O:22])[OH:23])[C:24]4([CH3:30])[CH2:25][CH2:26][CH:27]3[C:28]12[CH3:29])([CH3:39])[CH3:40].[CH3:41][O:42][C:43]([O:44][CH:45]1[C:46]2([CH3:47])[C:48](=[CH:49][CH:50]=[C:51]3[CH:52]2[CH2:53][CH2:54][C:55]2([CH3:56])[CH:57]3[CH2:58][CH2:59][CH:60]2[CH:61]([C:62]([OH:63])=[O:64])[CH3:65])[CH2:66][CH:67]([O:68][C:69]([O:70][CH3:71])=[O:72])[CH2:73]1)=[O:74]>>[C:1]([CH3:2])([CH3:3])([CH3:4])[Si:5]([O:6][CH:7]1[CH2:8][CH:9]([O:31][Si:32]([CH3:33])([CH3:34])[C:35]([CH3:36])([CH3:37])[CH3:38])[CH2:10][C:11]2=[CH:12][CH:13]=[C:14]3[CH:15]4[CH2:16][CH2:17][CH:18]([CH:19]([CH3:20])[C:21](=[O:22])[O:23][CH3:41])[C:24]4([CH3:30])[CH2:25][CH2:26][CH:27]3[C:28]12[CH3:29])([CH3:39])[CH3:40]. The reactants are CC(C)C(=O)NCCOc1ccc2c(ccn2S(=O)(=O)c2ccccc2)c1, CC#N, O=P(Cl)(Cl)Cl. Yields the product CC(C)C1=NCCOc2ccc3c(ccn3S(=O)(=O)c3ccccc3)c21. As a reaction SMILES: [CH3:1][CH:2]([C:3](=[O:4])[NH:5][CH2:6][CH2:7][O:8][c:9]1[cH:10][c:11]2[cH:12][cH:13][n:14]([S:18](=[O:19])(=[O:20])[c:21]3[cH:22][cH:23][cH:24][cH:25][cH:26]3)[c:15]2[cH:16][cH:17]1)[CH3:27].[CH3:33][C:34]#[N:35].[P:28]([Cl:29])([Cl:30])([Cl:31])=[O:32]>>[CH3:1][CH:2]([C:3]1=[N:5][CH2:6][CH2:7][O:8][c:9]2[c:10]1[c:11]1[cH:12][cH:13][n:14]([S:18](=[O:19])(=[O:20])[c:21]3[cH:22][cH:23][cH:24][cH:25][cH:26]3)[c:15]1[cH:16][cH:17]2)[CH3:27].